Dataset: the Open Reaction Database (ORD), a public repository of structured organic reaction records. Task: describe an organic reaction: reactants, conditions, products, and yield The reactants are COC(C)(C)C, COCCl, CCN(C(C)C)C(C)C, ClCCl, Oc1ccccc1OC(F)(F)F. The product is COCOc1ccccc1OC(F)(F)F. RXN SMILES: [C:29]([O:30][CH3:31])([CH3:32])([CH3:33])[CH3:34].[CH3:22][O:23][CH2:24][Cl:25].[CH:13]([N:14]([CH2:15][CH3:16])[CH:17]([CH3:18])[CH3:19])([CH3:20])[CH3:21].[Cl:26][CH2:27][Cl:28].[F:1][C:2]([O:3][c:4]1[c:5]([OH:10])[cH:6][cH:7][cH:8][cH:9]1)([F:11])[F:12]>>[F:1][C:2]([O:3][c:4]1[c:5]([O:10][CH2:24][O:23][CH3:22])[cH:6][cH:7][cH:8][cH:9]1)([F:11])[F:12]. Reactants: C1CCOC1, Clc1cc(I)ccn1, [Na+], [Na+], O=C([O-])[O-], O, OB(O)c1cccs1. Yields the product Clc1cc(-c2cccs2)ccn1. RXN SMILES: [CH2:17]1[O:18][CH2:19][CH2:20][CH2:21]1.[Cl:1][c:2]1[n:3][cH:4][cH:5][c:6]([I:8])[cH:7]1.[Na+:22].[Na+:23].[O-:24][C:25](=[O:26])[O-:27].[OH2:28].[s:9]1[c:10]([B:14]([OH:15])[OH:16])[cH:11][cH:12][cH:13]1>>[Cl:1][c:2]1[n:3][cH:4][cH:5][c:6](-[c:10]2[s:9][cH:13][cH:12][cH:11]2)[cH:7]1. Reactants: CC1(C)Cc2ccc(OCc3ccccc3)cc2C1=O, C1CCOC1, COC(=O)C[Si](C)(C)C, C[Si](C)(C)[N-][Si](C)(C)C, CCOC(C)=O, [Li+]. Yields the product COC(=O)C=C1c2cc(OCc3ccccc3)ccc2CC1(C)C. As a reaction SMILES: [CH2:20]([c:21]1[cH:22][cH:23][cH:24][cH:25][cH:26]1)[O:27][c:28]1[cH:29][cH:30][c:31]2[c:35]([cH:36]1)[C:34](=[O:37])[C:33]([CH3:38])([CH3:39])[CH2:32]2.[CH2:40]1[O:41][CH2:42][CH2:43][CH2:44]1.[CH3:11][Si:12]([CH2:13][C:14](=[O:15])[O:16][CH3:17])([CH3:18])[CH3:19].[CH3:1][Si:2]([N-:3][Si:4]([CH3:5])([CH3:6])[CH3:7])([CH3:8])[CH3:9].[CH3:45][CH2:46][O:47][C:48]([CH3:49])=[O:50].[Li+:10]>>[CH:13]([C:14](=[O:15])[O:16][CH3:17])=[C:34]1[C:33]([CH3:38])([CH3:39])[CH2:32][c:31]2[cH:30][cH:29][c:28]([O:27][CH2:20][c:21]3[cH:22][cH:23][cH:24][cH:25][cH:26]3)[cH:36][c:35]21. Reactants: C(=O)(O)CC1=CC=C(C(=O)C2=C(C=CC=C2)CC(=O)O)C=C1 (2-(4-carboxymethylbenzoyl)phenylacetic acid), zinc amalgam, Cl (hydrochloric acid), O (water), [OH-].[Na+] (sodium hydroxide), Cl (hydrochloric acid). Solvent: CO (Methanol), CO (methanol). The product is C(=O)(O)CC1=CC=C(CC2=C(C=CC=C2)CC(=O)O)C=C1 (2-(4-carboxymethylbenzyl)phenylacetic acid). Yield: 46.1%. RXN SMILES: [C:1]([CH2:4][C:5]1[CH:22]=[CH:21][C:8]([C:9]([C:11]2[CH:16]=[CH:15][CH:14]=[CH:13][C:12]=2[CH2:17][C:18]([OH:20])=[O:19])=O)=[CH:7][CH:6]=1)([OH:3])=[O:2].Cl.O.[OH-].[Na+]>CO>[C:1]([CH2:4][C:5]1[CH:22]=[CH:21][C:8]([CH2:9][C:11]2[CH:16]=[CH:15][CH:14]=[CH:13][C:12]=2[CH2:17][C:18]([OH:20])=[O:19])=[CH:7][CH:6]=1)([OH:3])=[O:2] |f:3.4|. Procedure: A solution of 3.8 g of 2-(4-carboxymethylbenzoyl)phenylacetic acid in 15 ml of methanol was added to 9.0 g of zinc amalgam, 17.5 ml of conc. hydrochloric acid and 7.5 ml of water. The mixture was heated under reflux for 5 hours with stirring. After the reaction, the reaction mixture was cooled, and the zinc amalgam was removed by decantation. Water (100 ml) was added, and the mixture was extracted with ether. The ethereal layer was washed with a saturated aqueous solution of sodium chloride. The... Reactants: B(Br)(Br)Br (Boron tribromide), C(C)OC1=CC=C2C(C=C(OC2=C1)C1=C(C=CC=C1)OC)=O (7-Ethoxy-2′-methoxyflavone), ice, Cl (hydrochloric acid). Solvent: ClCCl (dichloromethane), ClCCl (dichloromethane). Run at time 24 hour. Product: C(C)OC1=CC=C2C(C=C(OC2=C1)C1=C(C=CC=C1)O)=O (7-ethoxy-2′-hydroxyflavone). RXN SMILES: [CH2:1]([O:3][C:4]1[CH:13]=[C:12]2[C:7]([C:8](=[O:22])[CH:9]=[C:10]([C:14]3[CH:19]=[CH:18][CH:17]=[CH:16][C:15]=3[O:20]C)[O:11]2)=[CH:6][CH:5]=1)[CH3:2].B(Br)(Br)Br.Cl>ClCCl>[CH2:1]([O:3][C:4]1[CH:13]=[C:12]2[C:7]([C:8](=[O:22])[CH:9]=[C:10]([C:14]3[CH:19]=[CH:18][CH:17]=[CH:16][C:15]=3[OH:20])[O:11]2)=[CH:6][CH:5]=1)[CH3:2]. Reported procedure: 7-Ethoxy-2′-methoxyflavone (7.4 g, 0.025 mol) was agitated in dichloromethane (100 ml). Boron tribromide (9.4 g, 3.6 ml, 0.0375 mol) in dichloromethane (100 ml) was added dropwise for an hour. The agitation was continued at room temperature for 24 hours. The reaction mixture was poured onto a mixture of crushed ice (100 g) and 36% hydrochloric acid (10 ml). After stirring the mixture for an hour, the precipitate was filtered off. 2.15 g (29%) of unreacted 7-ethoxy-2′-methoxyflavone was recovered...